Dataset: the Open Reaction Database (ORD), a public repository of structured organic reaction records. Task: describe an organic reaction: reactants, conditions, products, and yield Starting materials: ClC1=CC(=C(C=C1)OC)[N+](=O)[O-] (4-chloro-2-nitroanisole). Reagents/catalysts: [Ni] (nickel). The solvent is alcohol. Product: NC1=C(C=CC(=C1)Cl)OC (2-amino-4-chloroanisole). Reaction SMILES: [Cl:1][C:2]1[CH:7]=[CH:6][C:5]([O:8][CH3:9])=[C:4]([N+:10]([O-])=O)[CH:3]=1>[Ni]>[NH2:10][C:4]1[CH:3]=[C:2]([Cl:1])[CH:7]=[CH:6][C:5]=1[O:8][CH3:9]. Reported procedure: 0.037 mol (7 g) of 4-chloro-2-nitroanisole is dissolved in 100 ml of absolute alcohol and 3 g of nickel prepared by the RANEY process are added. The solution is hydrogenated at atmospheric pressure and at room temperature while stirring. The catalyst is separated and then washed with two portions of 20 ml of boiling ethanol. The alcoholic solution is concentrated under reduced pressure; the 2-amino-4-chloroanisole crystallizes. Reactants: Cl (Hydrogen chloride), BrC1=C(C=C2C(=CN(C2=C1)S(=O)(=O)C)CC#N)F ((6-Bromo-5-fluoro-1-methanesulfonyl-1H-indol-3-yl)-acetonitrile), C(CN)N (ethylene diamine). The solvent is C(C)O (ethanol). Run at time 72 hour. The product is BrC1=C(C=C2C(=CN(C2=C1)S(=O)(=O)C)CC=1NCCN1)F (6-Bromo-3-(4,5-dihydro-1H-imidazol-2-ylmethyl)-5-fluoro-1-methanesulfonyl-1H-indole). As a reaction SMILES: Cl.[Br:2][C:3]1[CH:11]=[C:10]2[C:6]([C:7]([CH2:16][C:17]#[N:18])=[CH:8][N:9]2[S:12]([CH3:15])(=[O:14])=[O:13])=[CH:5][C:4]=1[F:19].[CH2:20](N)[CH2:21][NH2:22]>C(O)C>[Br:2][C:3]1[CH:11]=[C:10]2[C:6]([C:7]([CH2:16][C:17]3[NH:22][CH2:21][CH2:20][N:18]=3)=[CH:8][N:9]2[S:12]([CH3:15])(=[O:14])=[O:13])=[CH:5][C:4]=1[F:19]. Procedure details: Hydrogen chloride gas was bubbled through a cold (0° C.) suspension of (6-Bromo-5-fluoro-1-methanesulfonyl-1H-indol-3-yl)-acetonitrile (0.215 g, 0.65 mmol) in anhydrous ethanol (20 ml) for 15 minutes. The reaction mixture was refrigerated for 72 hours and the solvent was removed under reduced pressure. The solid residue was re-dissolved in anhydrous methanol (10 ml), and ethylene diamine (0.05 ml, 0.77 mmol) was added. The reaction mixture was heated to reflux for 24 hours and the solvent was re...